Dataset: the Open Reaction Database (ORD), a public repository of structured organic reaction records. Task: describe an organic reaction: reactants, conditions, products, and yield The reactants are CCOC(=O)CCCCCCCBr, O=C([O-])[O-], CCC(C)=O, [K+], [K+], c1ccc(-c2c[nH]cn2)cc1. The product is CCOC(=O)CCCCCCCn1cnc(-c2ccccc2)c1. Reaction SMILES: [Br:12][CH2:13][CH2:14][CH2:15][CH2:16][CH2:17][CH2:18][CH2:19][C:20](=[O:21])[O:22][CH2:23][CH3:24].[C:25](=[O:26])([O-:27])[O-:28].[CH3:31][C:32](=[O:33])[CH2:34][CH3:35].[K+:29].[K+:30].[c:1]1(-[c:7]2[n:8][cH:9][nH:10][cH:11]2)[cH:2][cH:3][cH:4][cH:5][cH:6]1>>[c:1]1(-[c:7]2[n:8][cH:9][n:10]([CH2:13][CH2:14][CH2:15][CH2:16][CH2:17][CH2:18][CH2:19][C:20](=[O:21])[O:22][CH2:23][CH3:24])[cH:11]2)[cH:2][cH:3][cH:4][cH:5][cH:6]1. Starting materials: C1(=CCCC1)B1OC(C(O1)(C)C)(C)C (2-cyclopentenyl-4,4,5,5-tetramethyl-1,3,2-dioxaborolane), BrC1=CC=C(C(=O)OC(C)(C)C)C=C1 (tert-butyl 4-bromobenzoate), C([O-])([O-])=O.[Na+].[Na+] (sodium carbonate). The reagents and catalysts are [Pd].C1(=CC=CC=C1)P(C1=CC=CC=C1)C1=CC=CC=C1.C1(=CC=CC=C1)P(C1=CC=CC=C1)C1=CC=CC=C1.C1(=CC=CC=C1)P(C1=CC=CC=C1)C1=CC=CC=C1.C1(=CC=CC=C1)P(C1=CC=CC=C1)C1=CC=CC=C1 (tetra(triphenylphosphine) palladium). The solvent is O1CCOCC1 (1,4-dioxane), O (water). Run at temperature 90 celsius, time 15 hour. Product: C1(=CCCC1)C1=CC=C(C(=O)OC(C)(C)C)C=C1 (tert-butyl 4-cyclopentenylbenzoate). The yield is 81.9%. As a reaction SMILES: [C:1]1(B2OC(C)(C)C(C)(C)O2)[CH2:5][CH2:4][CH2:3][CH:2]=1.Br[C:16]1[CH:28]=[CH:27][C:19]([C:20]([O:22][C:23]([CH3:26])([CH3:25])[CH3:24])=[O:21])=[CH:18][CH:17]=1.C(=O)([O-])[O-].[Na+].[Na+]>O1CCOCC1.O.[Pd].C1(P(C2C=CC=CC=2)C2C=CC=CC=2)C=CC=CC=1.C1(P(C2C=CC=CC=2)C2C=CC=CC=2)C=CC=CC=1.C1(P(C2C=CC=CC=2)C2C=CC=CC=2)C=CC=CC=1.C1(P(C2C=CC=CC=2)C2C=CC=CC=2)C=CC=CC=1>[C:1]1([C:16]2[CH:28]=[CH:27][C:19]([C:20]([O:22][C:23]([CH3:24])([CH3:25])[CH3:26])=[O:21])=[CH:18][CH:17]=2)[CH2:5][CH2:4][CH2:3][CH:2]=1 |f:2.3.4,7.8.9.10.11|. Procedure details: A mixture of 2-cyclopentenyl-4,4,5,5-tetramethyl-1,3,2-dioxaborolane (500 mg, 2.6 mmol), tert-butyl 4-bromobenzoate (512 mg, 2 mmol), sodium carbonate (636 mg, 6 mmol) and tetra(triphenylphosphine) palladium (115 mg, 0.1 mmol) in 1,4-dioxane (20 mL) and water (4 mL) was stirred for 15 hours at 90° C. under nitrogen atmosphere. After cooling to room temperature, the reaction mixture was concentrated to give a residue. The residue was purified by column chromatography (silica gel, petroleum ether/... The reactants are C(C1=CC=CC=C1)N1C[C@](CC1)(C(=O)N1C(OC[C@H]1C1=CC=CC=C1)=O)C ((R)-3-((S)-1-benzyl-3-methylpyrrolidine-3-carbonyl)-4-phenyloxazolidin-2-one), C(=O)(O)[O-].[Na+] (NaHCO3), C(C1=CC=CC=C1)OC(=O)Cl (benzylchloroformate). Solvent: ClCCCl (DCE), ClCCCl (DCE), Cl (HCl). Reaction conditions: time 24 hour. The product is C[C@@]1(CN(CC1)C(=O)OCC1=CC=CC=C1)C(=O)N1C(OC[C@H]1C1=CC=CC=C1)=O ((R)-benzyl 3-methyl-3-((R)-2-oxo-4-phenyloxazolidine-3-carbonyl)pyrrolidine-1-carboxylate). The yield is 52.2%. RXN SMILES: C([N:8]1[CH2:12][CH2:11][C@:10]([CH3:27])([C:13]([N:15]2[C@H:19]([C:20]3[CH:25]=[CH:24][CH:23]=[CH:22][CH:21]=3)[CH2:18][O:17][C:16]2=[O:26])=[O:14])[CH2:9]1)C1C=CC=CC=1.C([O-])(O)=O.[Na+].[CH2:33]([O:40][C:41](Cl)=[O:42])[C:34]1[CH:39]=[CH:38][CH:37]=[CH:36][CH:35]=1>ClCCCl.Cl>[CH3:27][C@@:10]1([C:13]([N:15]2[C@H:19]([C:20]3[CH:25]=[CH:24][CH:23]=[CH:22][CH:21]=3)[CH2:18][O:17][C:16]2=[O:26])=[O:14])[CH2:11][CH2:12][N:8]([C:41]([O:40][CH2:33][C:34]2[CH:39]=[CH:38][CH:37]=[CH:36][CH:35]=2)=[O:42])[CH2:9]1 |f:1.2|. Procedure details: To a suspension of (R)-3-((S)-1-benzyl-3-methylpyrrolidine-3-carbonyl)-4-phenyloxazolidin-2-one (145.50 g, 399.25 mmol) and NaHCO3 (33.54 g, 399.25 mmol) in dry DCE (1000 mL) at ambient temperature was added dropwise a solution of benzylchloroformate (134.87 mL, 958.19 mmol) in DCE (100 mL) and the reaction was stirred at ambient temperature for 24 hours. The reaction was diluted with 1N HCl (500 mL) and the layers were separated. The organic layer was washed with 1M HCl (250 mL), dried (MgSO4),... Reported procedure: A solution of 8 (945 mg, 4.29 mmol), 1 (695 mg, 4.33 mmol), and acetic acid (1.31 g, 21.8 mmol) in methanol (10 mL) was treated with sodium cyanoborohydride (270 mg, 4.29 mmol) at room temperature. The resulting mixture was stirred at room temperature overnight. The solvent was removed in vacuo and the residue dissolved in dichloromethane and sodium bicarbonate solution. The aqueous layer was extracted with two additional portions of dichloromethane and the combined organic extracts were washed ... Run in CO (methanol). Reactants: [N+](=O)([O-])C1=C(C=CC=C1)N1CCC(CC1)=O (N-(2-Nitrophenyl)-4-piperidone), NCCNC(OC(C)(C)C)=O (tert-Butyl N-(2-aminoethyl)carbamate), C(C)(=O)O (acetic acid), C(#N)[BH3-].[Na+] (sodium cyanoborohydride). As a reaction SMILES: [N+:1]([C:4]1[CH:9]=[CH:8][CH:7]=[CH:6][C:5]=1[N:10]1[CH2:15][CH2:14][C:13](=O)[CH2:12][CH2:11]1)([O-:3])=[O:2].[NH2:17][CH2:18][CH2:19][NH:20][C:21](=[O:27])[O:22][C:23]([CH3:26])([CH3:25])[CH3:24].C(O)(=O)C.C([BH3-])#N.[Na+]>CO>[C:23]([O:22][C:21](=[O:27])[NH:20][CH2:19][CH2:18][NH:17][CH:13]1[CH2:14][CH2:15][N:10]([C:5]2[CH:6]=[CH:7][CH:8]=[CH:9][C:4]=2[N+:1]([O-:3])=[O:2])[CH2:11][CH2:12]1)([CH3:26])([CH3:24])[CH3:25] |f:3.4|. Reaction conditions: time 8 hour. Yields the product C(C)(C)(C)OC(NCCNC1CCN(CC1)C1=C(C=CC=C1)[N+](=O)[O-])=O ((2-(1-(2-Nitro-phenyl)-piperidin-4-ylamino)-ethyl)-carbamic acid tert-butyl ester). Starting materials: FC(C(=O)OCC)F (Ethyl difluoroacetate), Cl (HCl), C[O-].[Na+] (sodium methoxide), C(C)(=O)C=1SC=CC1 (2-acetylthiophene). Solvent: CCOCC (ether). Reaction conditions: time 15.67 hour. Yields the product FC(C(CC(=O)C=1SC=CC1)=O)F (4,4-difluoro-1-[2-thienyl]-butane-1,3-dione). Yield: 49.7%. RXN SMILES: [F:1][CH:2]([F:8])[C:3]([O:5]CC)=O.C[O-].[Na+].[C:12]([C:15]1[S:16][CH:17]=[CH:18][CH:19]=1)(=[O:14])[CH3:13].Cl>CCOCC>[F:8][CH:2]([F:1])[C:3](=[O:5])[CH2:13][C:12]([C:15]1[S:16][CH:17]=[CH:18][CH:19]=1)=[O:14] |f:1.2|. Procedure: Ethyl difluoroacetate (1.84 g, 14.8 mmol) was placed in a 100 mL round bottom flask and dissolved in ether (5 mL). To the stirred solution was added 25 weight % sodium methoxide (3.39 g, 15.7 mmol) followed by 2-acetylthiophene (1.72 g, 13.6 mmol). The reaction was stirred at room temperature overnight (15.67 hours), then treated with 3N HCl (8 mL). The organic layer was collected and washed with brine, dried over MgSO4, concentrated in vacuo, and recrystallized from methylene chloride/isooctane... Reactants: CC=1C=CC(=C(C(=O)O)C1)C=1C=NC=CC1 (5-methyl-2-(pyridin-3-yl)benzoic acid), ClC=1C=CC2=C(N=C(O2)NC[C@H]2NCCC[C@H]2C)C1 (5-chloro-N-(((2S,3R)-3-methylpiperidin-2-yl)methyl)benzo[d]oxazol-2-amine). Product: ClC=1C=CC2=C(N=C(O2)NC[C@H]2N(CCC[C@H]2C)C(=O)C2=C(C=CC(=C2)C)C=2C=NC=CC2)C1 (((2S,3R)-2-(((5-Chlorobenzo[d]oxazol-2-yl)amino)methyl)-3-methylpiperidin-1-yl)(5-methyl-2-(pyridin-3-yl)phenyl)methanone). RXN SMILES: [CH3:1][C:2]1[CH:3]=[CH:4][C:5]([C:11]2[CH:12]=[N:13][CH:14]=[CH:15][CH:16]=2)=[C:6]([CH:10]=1)[C:7]([OH:9])=O.[Cl:17][C:18]1[CH:19]=[CH:20][C:21]2[O:25][C:24]([NH:26][CH2:27][C@@H:28]3[C@H:33]([CH3:34])[CH2:32][CH2:31][CH2:30][NH:29]3)=[N:23][C:22]=2[CH:35]=1>>[Cl:17][C:18]1[CH:19]=[CH:20][C:21]2[O:25][C:24]([NH:26][CH2:27][C@@H:28]3[C@H:33]([CH3:34])[CH2:32][CH2:31][CH2:30][N:29]3[C:7]([C:6]3[CH:10]=[C:2]([CH3:1])[CH:3]=[CH:4][C:5]=3[C:11]3[CH:12]=[N:13][CH:14]=[CH:15][CH:16]=3)=[O:9])=[N:23][C:22]=2[CH:35]=1. Reported procedure: The title compound was prepared following the same general protocol as described in Example A1, using 5-methyl-2-(pyridin-3-yl)benzoic acid and 5-chloro-N-(((2S,3R)-3-methylpiperidin-2-yl)methyl)benzo[d]oxazol-2-amine. ESI-MS (m/z): 475 [M+1]+. Reactants: [Al+2], [Cl-], FC(Cl)Cl, FC(F)(F)C(F)(F)C(Cl)(Cl)Cl, [F-], FC(F)=C(F)F. Yields the product FC(F)(F)C(F)(F)C(Cl)Cl. Reaction SMILES: [Al+2:3].[Cl-:1].[Cl:21][CH:22]([Cl:23])[F:24].[Cl:4][C:5]([C:6]([C:7]([F:8])([F:9])[F:10])([F:11])[F:12])([Cl:13])[Cl:14].[F-:2].[F:15][C:16]([F:17])=[C:18]([F:19])[F:20]>>[Cl:4][CH:5]([C:6]([C:7]([F:8])([F:9])[F:10])([F:11])[F:12])[Cl:13].